This data is from the Open Reaction Database (ORD), a public repository of structured organic reaction records. The task is: describe an organic reaction: reactants, conditions, products, and yield The reactants are CCOC(=O)C(CCCC1CCCCC1)C(=O)OCC, CCO, [K+], [OH-]. The product is CCOC(=O)C(CCCC1CCCCC1)C(=O)O. Reaction SMILES: [CH2:3]([CH3:4])[O:5][C:6]([CH:7]([C:8](=[O:9])[O:10][CH2:11][CH3:12])[CH2:13][CH2:14][CH2:15][CH:16]1[CH2:17][CH2:18][CH2:19][CH2:20][CH2:21]1)=[O:22].[CH3:23][CH2:24][OH:25].[K+:2].[OH-:1]>>[CH2:3]([CH3:4])[O:5][C:6]([CH:7]([C:8](=[O:9])[OH:10])[CH2:13][CH2:14][CH2:15][CH:16]1[CH2:17][CH2:18][CH2:19][CH2:20][CH2:21]1)=[O:22].